Dataset: the Open Reaction Database (ORD), a public repository of structured organic reaction records. Task: describe an organic reaction: reactants, conditions, products, and yield Starting materials: OC1CCN(CC1)C=1C=C2CCC(NC2=CC1)=O (6-(4-hydroxypiperidino)-3,4-dihydrocarbostyril), C(C)(=O)OC(C)=O (acetic anhydride). The reagents and catalysts are CN(C1=CC=NC=C1)C (4-dimethylaminopyridine). Run in N1=CC=CC=C1 (pyridine). Run at time 40 hour. Yields the product C(C)(=O)OC1CCN(CC1)C=1C=C2CCC(NC2=CC1)=O (6-(4-acetoxypiperidino)-3,4-dihydrocarbostyril). The yield is 96.5%. Reaction SMILES: [OH:1][CH:2]1[CH2:7][CH2:6][N:5]([C:8]2[CH:9]=[C:10]3[C:15](=[CH:16][CH:17]=2)[NH:14][C:13](=[O:18])[CH2:12][CH2:11]3)[CH2:4][CH2:3]1.[C:19](OC(=O)C)(=[O:21])[CH3:20]>N1C=CC=CC=1.CN(C)C1C=CN=CC=1>[C:19]([O:1][CH:2]1[CH2:7][CH2:6][N:5]([C:8]2[CH:9]=[C:10]3[C:15](=[CH:16][CH:17]=2)[NH:14][C:13](=[O:18])[CH2:12][CH2:11]3)[CH2:4][CH2:3]1)(=[O:21])[CH3:20]. Reported procedure: To a solution of 200 mg of 6-(4-hydroxypiperidino)-3,4-dihydrocarbostyril in 2 ml of pyridine were added 92 mg of acetic anhydride and 10 mg of 4-dimethylaminopyridine. After stirring at room temperature for 40 hr, the reaction mixture was concentrated under a reduced pressure, and the resulting residue was purified by a silica gel column chromatography to give 226 mg of 6-(4-acetoxypiperidino)-3,4-dihydrocarbostyril. The reactants are ClC1=NC=C(C(=N1)NC=1C=C2C=CNC2=CC1)F (2-chloro-5-fluoro-N4-[(1H)-indol-5-yl]-4-pyrimidineamine), OC=1C=C(N)C=CC1 (3-hydroxyaniline). Yields the product FC=1C(=NC(=NC1)NC1=CC(=CC=C1)O)NC=1C=C2C=CNC2=CC1 (5-fluoro-N2-(3-hydroxyphenyl)-N4-[(1H)-indol-5-yl]-2,4-pyrimidinediamine). RXN SMILES: Cl[C:2]1[N:7]=[C:6]([NH:8][C:9]2[CH:10]=[C:11]3[C:15](=[CH:16][CH:17]=2)[NH:14][CH:13]=[CH:12]3)[C:5]([F:18])=[CH:4][N:3]=1.[OH:19][C:20]1[CH:21]=[C:22]([CH:24]=[CH:25][CH:26]=1)[NH2:23]>>[F:18][C:5]1[C:6]([NH:8][C:9]2[CH:10]=[C:11]3[C:15](=[CH:16][CH:17]=2)[NH:14][CH:13]=[CH:12]3)=[N:7][C:2]([NH:23][C:22]2[CH:24]=[CH:25][CH:26]=[C:20]([OH:19])[CH:21]=2)=[N:3][CH:4]=1. Procedure: In like manner to the preparation of 5-fluoro-N4-(3-hydroxyphenyl)-N2-[4-(3-phenyl-1,2,4-oxadiazol-5-yl)methyleneoxyphenyl]-2,4-pyrimidinediamine, 2-chloro-5-fluoro-N4-[(1H)-indol-5-yl]-4-pyrimidineamine and 3-hydroxyaniline were reacted to provide 5-fluoro-N2-(3-hydroxyphenyl)-N4-[(1H)-indol-5-yl]-2,4-pyrimidinediamine. Reactants: CCCCP(CCCC)CCCC, CCOC(C)=O, COc1cc2c(Oc3ccc(Cl)cc3F)ncnc2cc1O, ClCCl, O=C(N=NC(=O)N1CCCCC1)N1CCCCC1, O=S1(=O)CCN(CCCO)CC1. Yields the product COc1cc2c(Oc3ccc(Cl)cc3F)ncnc2cc1OCCCN1CCS(=O)(=O)CC1. RXN SMILES: [CH2:23]([P:24]([CH2:25][CH2:26][CH2:27][CH3:28])[CH2:29][CH2:30][CH2:31][CH3:32])[CH2:33][CH2:34][CH3:35].[CH3:69][CH2:70][O:71][C:72](=[O:73])[CH3:74].[Cl:1][c:2]1[cH:3][c:4]([F:22])[c:5]([O:6][c:7]2[n:8][cH:9][n:10][c:11]3[cH:12][c:13]([OH:19])[c:14]([O:17][CH3:18])[cH:15][c:16]23)[cH:20][cH:21]1.[Cl:66][CH2:67][Cl:68].[N:48]([C:49]([N:50]1[CH2:51][CH2:52][CH2:53][CH2:54][CH2:55]1)=[O:56])=[N:57][C:58]([N:59]1[CH2:60][CH2:61][CH2:62][CH2:63][CH2:64]1)=[O:65].[O:36]=[S:37]1(=[O:47])[CH2:38][CH2:39][N:40]([CH2:43][CH2:44][CH2:45][OH:46])[CH2:41][CH2:42]1>>[Cl:1][c:2]1[cH:3][c:4]([F:22])[c:5]([O:6][c:7]2[n:8][cH:9][n:10][c:11]3[cH:12][c:13]([O:19][CH2:45][CH2:44][CH2:43][N:40]4[CH2:39][CH2:38][S:37](=[O:36])(=[O:47])[CH2:42][CH2:41]4)[c:14]([O:17][CH3:18])[cH:15][c:16]23)[cH:20][cH:21]1.